The task is: describe an organic reaction: reactants, conditions, products, and yield. This data is from the Open Reaction Database (ORD), a public repository of structured organic reaction records. Starting materials: C=CCc1cccc(C(C)=O)c1O, Cc1ccccc1. Yields the product CC=Cc1cccc(C(C)=O)c1O. RXN SMILES: [CH2:1]([CH:2]=[CH2:3])[c:4]1[c:5]([OH:13])[c:6]([C:10]([CH3:11])=[O:12])[cH:7][cH:8][cH:9]1.[CH3:14][c:15]1[cH:16][cH:17][cH:18][cH:19][cH:20]1>>[CH:1](=[CH:2][CH3:3])[c:4]1[c:5]([OH:13])[c:6]([C:10]([CH3:11])=[O:12])[cH:7][cH:8][cH:9]1.